This data is from the Open Reaction Database (ORD), a public repository of structured organic reaction records. The task is: describe an organic reaction: reactants, conditions, products, and yield Starting materials: CN(C)C=O, CC(C)OC(C)C, NNC(N)=S, CCCCCOc1ccc(C(=O)On2nnc3ccccc32)cc1. Yields the product CCCCCOc1ccc(C(=O)NNC(N)=S)cc1. As a reaction SMILES: [CH3:37][N:38]([CH3:39])[CH:40]=[O:41].[CH:30]([O:31][CH:32]([CH3:33])[CH3:34])([CH3:35])[CH3:36].[NH2:25][NH:26][C:27](=[S:28])[NH2:29].[n:1]1([O:2][C:11]([c:12]2[cH:13][cH:14][c:15]([O:18][CH2:19][CH2:20][CH2:21][CH2:22][CH3:23])[cH:16][cH:17]2)=[O:24])[c:3]2[cH:4][cH:5][cH:6][cH:7][c:8]2[n:9][n:10]1>>[C:11]([c:12]1[cH:13][cH:14][c:15]([O:18][CH2:19][CH2:20][CH2:21][CH2:22][CH3:23])[cH:16][cH:17]1)(=[O:24])[NH:25][NH:26][C:27](=[S:28])[NH2:29]. The reactants are CCCCNC(=O)C(C)CC(O)C(CC(Cc1ccc(OC)c(OCCCOC)c1)C(C)C)NC(=O)OC(C)(C)C, ClC(Cl)Cl, Cc1ccc(S(=O)(=O)O)cc1. Yields the product COCCCOc1cc(CC(CC(NC(=O)OC(C)(C)C)C2CC(C)C(=O)O2)C(C)C)ccc1OC. As a reaction SMILES: [CH2:12]([NH:13][C:17]([CH:18]([CH2:19][CH:20]([CH:21]([CH2:22][CH:23]([CH2:24][c:25]1[cH:26][c:27]([O:33][CH2:34][CH2:35][CH2:36][O:37][CH3:38])[c:28]([O:31][CH3:32])[cH:29][cH:30]1)[CH:39]([CH3:40])[CH3:41])[NH:42][C:43](=[O:44])[O:45][C:46]([CH3:47])([CH3:48])[CH3:49])[OH:50])[CH3:51])=[O:52])[CH2:14][CH2:15][CH3:16].[CH:53]([Cl:54])([Cl:55])[Cl:56].[c:1]1([CH3:2])[cH:3][cH:4][c:5]([S:6]([OH:7])(=[O:8])=[O:9])[cH:10][cH:11]1>>[C:17]1(=[O:52])[CH:18]([CH3:51])[CH2:19][CH:20]([CH:21]([CH2:22][CH:23]([CH2:24][c:25]2[cH:26][c:27]([O:33][CH2:34][CH2:35][CH2:36][O:37][CH3:38])[c:28]([O:31][CH3:32])[cH:29][cH:30]2)[CH:39]([CH3:40])[CH3:41])[NH:42][C:43](=[O:44])[O:45][C:46]([CH3:47])([CH3:48])[CH3:49])[O:50]1. Reactants: Nc1n[nH]cc1C(=O)O, Nc1cc[nH]n1, C1CCOC1, O=C1Nc2ccccc2C1=CO. Yields the product O=C1Nc2ccccc2C1=CNc1n[nH]cc1C(=O)O. Reaction SMILES: [NH2:19][c:20]1[n:21][nH:22][cH:23][c:24]1[C:25](=[O:26])[OH:27].[NH2:1][c:2]1[cH:3][cH:4][nH:5][n:6]1.[O:28]1[CH2:29][CH2:30][CH2:31][CH2:32]1.[OH:7][CH:8]=[C:9]1[C:10](=[O:18])[NH:11][c:12]2[cH:13][cH:14][cH:15][cH:16][c:17]21>>[CH:8](=[C:9]1[C:10](=[O:18])[NH:11][c:12]2[cH:13][cH:14][cH:15][cH:16][c:17]21)[NH:19][c:20]1[n:21][nH:22][cH:23][c:24]1[C:25](=[O:26])[OH:27]. Reactants: OC1=C(C(=O)N)C=CC(=C1)OCCCCCCCC (2-hydroxy-4-octyloxy-benzamide), C(CCC)[Sn](CCCC)=O (dibutyltinoxide). Run in C1(=CC=CC=C1)C (toluene). Yields the product OC1=C(C#N)C=CC(=C1)OCCCCCCCC (2-Hydroxy-4-octyloxy-benzonitrile). Yield: 14.4%. As a reaction SMILES: [OH:1][C:2]1[CH:10]=[C:9]([O:11][CH2:12][CH2:13][CH2:14][CH2:15][CH2:16][CH2:17][CH2:18][CH3:19])[CH:8]=[CH:7][C:3]=1[C:4]([NH2:6])=O.C([Sn](=O)CCCC)CCC>C1(C)C=CC=CC=1>[OH:1][C:2]1[CH:10]=[C:9]([O:11][CH2:12][CH2:13][CH2:14][CH2:15][CH2:16][CH2:17][CH2:18][CH3:19])[CH:8]=[CH:7][C:3]=1[C:4]#[N:6]. Procedure: A solution of 2-hydroxy-4-octyloxy-benzamide (5.21 g; 19.7 mmol) and dibutyltinoxide (3.65 g; 14.6 mmol) was refluxed in toluene (60 mL) for 12 days. The reaction mixture was evaporated to dryness on SiO2 and purified by column chromatography (SiO2; EtOAc/PE80-100° C.=1:4) to yield 700 mg (14%) product as yellow crystals. Mp. 69-71° C. MS (Direct; Cl): 248 (MH+). Reactants: NC1=C(C(=O)NC2=NC=C(C=C2)Cl)C=CC=C1O (2-Amino-N-(5-chloro-2-pyridyl)-3-hydroxybenzamide), BrN1C(CCC1=O)=O (N-Bromosuccinimide), BrN1C(CCC1=O)=O (N-bromosuccinimide), O (water), C(C)(=O)OCC (ethyl acetate). Run in CN(C=O)C (N,N-dimethylformamide). Conditions: temperature -15 celsius. Product: NC1=C(C(=O)NC2=NC=C(C=C2)Cl)C=C(C=C1O)Br (2-amino-5-bromo-N-(5-chloro-2-pyridyl)-3-hydroxybenzamide). The yield is 83.3%. Reaction SMILES: [NH2:1][C:2]1[C:17]([OH:18])=[CH:16][CH:15]=[CH:14][C:3]=1[C:4]([NH:6][C:7]1[CH:12]=[CH:11][C:10]([Cl:13])=[CH:9][N:8]=1)=[O:5].[Br:19]N1C(=O)CCC1=O.O.C(OCC)(=O)C>CN(C)C=O>[NH2:1][C:2]1[C:17]([OH:18])=[CH:16][C:15]([Br:19])=[CH:14][C:3]=1[C:4]([NH:6][C:7]1[CH:12]=[CH:11][C:10]([Cl:13])=[CH:9][N:8]=1)=[O:5]. Procedure: 2-Amino-N-(5-chloro-2-pyridyl)-3-hydroxybenzamide (5.27 g) was dissolved in 60 ml of N,N-dimethylformamide and the solution was stirred at −15° C. N-Bromosuccinimide (3.56 g) was added thereto by dividing into four with an interval of 5 minutes each and the mixture was stirred at −15° C. for 1.5 hours. Then more 0.36 g of N-bromosuccinimide was added thereto, the mixture was stirred at −15° C. for 2 hours, then 120 ml of water and 120 ml of ethyl acetate were added thereto and the mixture was st... Starting materials: CCOC(=O)C(C)n1ccc2cc(C#CCO)ccc21, CCO. Product: CCOC(=O)C(C)n1ccc2cc(CCCO)ccc21. RXN SMILES: [CH2:1]([CH3:2])[O:3][C:4]([CH:5]([CH3:6])[n:7]1[cH:8][cH:9][c:10]2[cH:11][c:12]([C:16]#[C:17][CH2:18][OH:19])[cH:13][cH:14][c:15]12)=[O:20].[CH3:21][CH2:22][OH:23]>>[CH2:1]([CH3:2])[O:3][C:4]([CH:5]([CH3:6])[n:7]1[cH:8][cH:9][c:10]2[cH:11][c:12]([CH2:16][CH2:17][CH2:18][OH:19])[cH:13][cH:14][c:15]12)=[O:20].